This data is from the Open Reaction Database (ORD), a public repository of structured organic reaction records. The task is: describe an organic reaction: reactants, conditions, products, and yield Reactants: FC(C1=CC=C(CN2N=C3N(N=CC(=C3Cl)C3=CC=C(C=C3)Cl)C2=O)C=C1)(F)F (4-(trifluoromethyl)benzyl-8-chloro-7-(4-chlorophenyl)-2H-[1,2,4]triazolo[4,3-b]pyridazin-3-one), C([O-])([O-])=O.[K+].[K+] (potassium carbonate), C1(=CC=CC=C1)O (phenol). The solvent is CN(C)C=O (DMF), [OH-].[Na+] (sodium hydroxide). Conditions: time 4 hour. Yields the product FC(C1=CC=C(CN2N=C3N(N=CC(=C3OC3=CC=CC=C3)C3=CC=C(C=C3)Cl)C2=O)C=C1)(F)F (4-(Trifluoromethyl)benzyl-7-(4-chloro-phenyl)-8-phenoxy-2H-[1,2,4]triazolo[4,3-b]pyridazin-3-one). RXN SMILES: [F:1][C:2]([F:29])([F:28])[C:3]1[CH:27]=[CH:26][C:6]([CH2:7][N:8]2[C:24](=[O:25])[N:11]3[N:12]=[CH:13][C:14]([C:17]4[CH:22]=[CH:21][C:20]([Cl:23])=[CH:19][CH:18]=4)=[C:15](Cl)[C:10]3=[N:9]2)=[CH:5][CH:4]=1.C(=O)([O-])[O-].[K+].[K+].[C:36]1([OH:42])[CH:41]=[CH:40][CH:39]=[CH:38][CH:37]=1>CN(C=O)C.[OH-].[Na+]>[F:29][C:2]([F:1])([F:28])[C:3]1[CH:27]=[CH:26][C:6]([CH2:7][N:8]2[C:24](=[O:25])[N:11]3[N:12]=[CH:13][C:14]([C:17]4[CH:22]=[CH:21][C:20]([Cl:23])=[CH:19][CH:18]=4)=[C:15]([O:42][C:36]4[CH:41]=[CH:40][CH:39]=[CH:38][CH:37]=4)[C:10]3=[N:9]2)=[CH:5][CH:4]=1 |f:1.2.3,6.7|. Procedure: To a solution of 2-(4-(trifluoromethyl)benzyl-8-chloro-7-(4-chlorophenyl)-2H-[1,2,4]triazolo[4,3-b]pyridazin-3-one (16.5 mg, 0.376 mmol) prepared as described in Example 359, in 0.3 mL of DMF at RT, potassium carbonate (19.4 mg, 0.14 mmol) was added followed by phenol (13.2 mg, 0.14 mmol). The mixture was stirred for 4 h. After this time, the reaction mixture was diluted with 5 mL of 1N aqueous sodium hydroxide. The precipitate was collected by filtration and washed with 1N aqueous NaOH, and wat... Reactants: CC1=C(C=C(C=C1)C)NC1=C(C=NC=2N1N=CC2C(=O)O)C(=O)N2CCC(=CC2)C2=CC=C(C=C2)F (7-(2,5-Dimethylphenylamino)-6-[4-(4-fluorophenyl)-1,2,3,6-tetrahydropyridine-1-carbonyl]pyrazolo[1,5-a]pyrimidine-3-carboxylic acid), C(C)S(=O)(=O)N (ethanesulfonamide). Reported procedure: In the same manner as in Example 1, step 6 and using 7-(2,5-dimethylphenylamino)-6-[4-(4-fluorophenyl)-1,2,3,6-tetrahydropyridine-1-carbonyl]pyrazolo[1,5-a]pyrimidine-3-carboxylic acid (45 mg, 0.09 mmol) obtained in step 2 and ethanesulfonamide (49 mg, 0.47 mmol), the title compound (21 mg, 39%) was obtained. As a reaction SMILES: [CH3:1][C:2]1[CH:7]=[CH:6][C:5]([CH3:8])=[CH:4][C:3]=1[NH:9][C:10]1[N:15]2[N:16]=[CH:17][C:18]([C:19](O)=[O:20])=[C:14]2[N:13]=[CH:12][C:11]=1[C:22]([N:24]1[CH2:29][CH:28]=[C:27]([C:30]2[CH:35]=[CH:34][C:33]([F:36])=[CH:32][CH:31]=2)[CH2:26][CH2:25]1)=[O:23].[CH2:37]([S:39]([NH2:42])(=[O:41])=[O:40])[CH3:38]>>[CH3:1][C:2]1[CH:7]=[CH:6][C:5]([CH3:8])=[CH:4][C:3]=1[NH:9][C:10]1[N:15]2[N:16]=[CH:17][C:18]([C:19]([NH:42][S:39]([CH2:37][CH3:38])(=[O:41])=[O:40])=[O:20])=[C:14]2[N:13]=[CH:12][C:11]=1[C:22]([N:24]1[CH2:25][CH:26]=[C:27]([C:30]2[CH:31]=[CH:32][C:33]([F:36])=[CH:34][CH:35]=2)[CH2:28][CH2:29]1)=[O:23]. Isolated yield 40.5%. The product is CC1=C(C=C(C=C1)C)NC1=C(C=NC=2N1N=CC2C(=O)NS(=O)(=O)CC)C(=O)N2CCC(=CC2)C2=CC=C(C=C2)F (N-{7-(2,5-Dimethylphenylamino)-6-[4-(4-fluorophenyl)-1,2,3,6-tetrahydropyridine-1-carbonyl]pyrazolo[1,5-a]pyrimidine-3-carbonyl}ethanesulfonamide).